Dataset: the Open Reaction Database (ORD), a public repository of structured organic reaction records. Task: describe an organic reaction: reactants, conditions, products, and yield Starting materials: C(C1=CC=CC=C1)OC(=O)N1CCC(CC1)C(=O)Cl (benzyl-4-(chlorocarbonyl)piperidine-1-carboxylate), C(C)(C)O.C(=O)=O (isopropanol dry ice), COC1=CC(=C(C(=O)NC)C=C1)CC1=CC=CC=C1 (4-Methoxy-N-methyl-2-(phenylmethyl)benzamide), C(C)(CC)[Li] (sec-butyllithium). Procedure: To an isopropanol/dry ice cooled solution of 4-Methoxy-N-methyl-2-(phenylmethyl)benzamide (250 mg, 0.980 mmol) in THF (50 mL) under argon was added sec-butyllithium solution (1.3M, 1.55 mL, 2.00 mmol) dropwise. After 10 min. a THF (10 mL) solution of benzyl-4-(chlorocarbonyl)piperidine-1-carboxylate (275 mg, 980 mmol) was quickly added to the reaction solution. After 10 min. the reaction was quenched with water then warmed to room temperature. Saturated sodium bicarbonate was added and the resul... Yields the product C(C1=CC=CC=C1)OC(=O)N1CCC(CC1)C1(N(C(C2=CC=C(C=C2C1C1=CC=CC=C1)OC)=O)C)O (benzyl-4-(3-hydroxy-6-methoxy-2-methyl-1-oxo-4-phenyl-1,2,3,4-tetra-hydroisoquinolin-3-yl)piperidine-1-carboxylate). RXN SMILES: C(O)(C)C.C(=O)=O.[CH3:8][O:9][C:10]1[CH:19]=[CH:18][C:13]([C:14]([NH:16][CH3:17])=[O:15])=[C:12]([CH2:20][C:21]2[CH:26]=[CH:25][CH:24]=[CH:23][CH:22]=2)[CH:11]=1.C([Li])(CC)C.[CH2:32]([O:39][C:40]([N:42]1[CH2:47][CH2:46][CH:45]([C:48](Cl)=[O:49])[CH2:44][CH2:43]1)=[O:41])[C:33]1[CH:38]=[CH:37][CH:36]=[CH:35][CH:34]=1>C1COCC1.CCCCCC.C(OCC)(=O)C>[CH2:32]([O:39][C:40]([N:42]1[CH2:47][CH2:46][CH:45]([C:48]2([OH:49])[CH:20]([C:21]3[CH:26]=[CH:25][CH:24]=[CH:23][CH:22]=3)[C:12]3[C:13](=[CH:18][CH:19]=[C:10]([O:9][CH3:8])[CH:11]=3)[C:14](=[O:15])[N:16]2[CH3:17])[CH2:44][CH2:43]1)=[O:41])[C:33]1[CH:38]=[CH:37][CH:36]=[CH:35][CH:34]=1 |f:0.1,6.7|. Solvent: C1CCOC1 (THF), CCCCCC.C(C)(=O)OCC (hexane ethyl acetate), C1CCOC1 (THF). Yield: 49.4%.